From a dataset of the Open Reaction Database (ORD), a public repository of structured organic reaction records. describe an organic reaction: reactants, conditions, products, and yield Starting materials: COC1=CC=C(C=C1)C1=CC(CCC1)NCCC1=CC=CC=C1 ((RS)-[3-(4-methoxy-phenyl)-cyclohex-2-enyl]-phenethyl-amine). Reagents/catalysts: [Pd] (Pd/C). Solvent: CO (MeOH). Run at time 3 hour. The product is COC1=CC=C(C=C1)C1CC(CCC1)NCCC1=CC=CC=C1 ((1RS,3SR)-[3-(4-methoxy-phenyl)-cyclohexyl]-phenethyl-amine). As a reaction SMILES: [CH3:1][O:2][C:3]1[CH:8]=[CH:7][C:6]([C:9]2[CH2:14][CH2:13][CH2:12][CH:11]([NH:15][CH2:16][CH2:17][C:18]3[CH:23]=[CH:22][CH:21]=[CH:20][CH:19]=3)[CH:10]=2)=[CH:5][CH:4]=1>[Pd].CO>[CH3:1][O:2][C:3]1[CH:4]=[CH:5][C:6]([CH:9]2[CH2:14][CH2:13][CH2:12][CH:11]([NH:15][CH2:16][CH2:17][C:18]3[CH:19]=[CH:20][CH:21]=[CH:22][CH:23]=3)[CH2:10]2)=[CH:7][CH:8]=1. Procedure details: A mixture of (RS)-[3-(4-methoxy-phenyl)-cyclohex-2-enyl]-phenethyl-amine (1.5 g, 4.88 mmol), 10% Pd/C (0.3 g) and MeOH (30 ml) was hydrogenated for 3 h. Removal of the catalyst, evaporation of the solvent and separation of the isomers by flash-chromatography over SiO2 (Biotage 40, 90 g) eluting with AcOEt gave (1RS,3SR)-[3-(4-methoxy-phenyl)-cyclohexyl]-phenethyl-amine (0.57 g, 38%, light yellow oil, MS: m/e=310.2 (M+H+)) and (1RS,3RS)-[3-(4-methoxy-phenyl)-cyclohexyl]-phenethyl-amine (0.25 g, 1... Reactants: Brc1ccc2[nH]ncc2c1, CC#N, NC(=O)CCC(=O)NCl. The product is Clc1n[nH]c2ccc(Br)cc12. As a reaction SMILES: [Br:1][c:2]1[cH:3][c:4]2[cH:5][n:6][nH:7][c:8]2[cH:9][cH:10]1.[CH3:20][C:21]#[N:22].[Cl:11][NH:12][C:13](=[O:14])[CH2:15][CH2:16][C:17]([NH2:18])=[O:19]>>[Br:1][c:2]1[cH:3][c:4]2[c:5]([Cl:11])[n:6][nH:7][c:8]2[cH:9][cH:10]1. Starting materials: N(=O)Cl (Nitrosyl chloride), [Cl-].[Na+] (sodium chloride), N(=O)OS(O)(=O)=O (nitrosyl sulfuric acid), C1OC2(CC3=CC[C@H]4[C@@H]5CCC(=CC)[C@]5(CC[C@@]4([C@]3(CC2)C)O)C)OC1 (3,3-ethylenedioxypregna-5,17(20)-dien-9α-ol). The solvent is C(Cl)Cl (methylene chloride). Conditions: time 3 minute. The product is ON=C1C=C2CC[C@H]3[C@@H]4CC=C(C(C)=NO)[C@]4(CC[C@@]3([C@]2(CC1)C)O)C (3,20-Dihydroxyiminopregna-4,16-dien-9α-ol). Reaction SMILES: [N:1](Cl)=[O:2].[Cl-].[Na+].[N:6]([O:8]S(=O)(=O)O)=O.C1CO[C:15]2([CH2:33][CH2:32][C@@:31]3([CH3:34])[C:17](=[CH:18][CH2:19][C@@H:20]4[C@:30]3([OH:35])[CH2:29][CH2:28][C@@:27]3([CH3:36])[C@H:21]4[CH2:22][CH2:23][C:24]3=[CH:25][CH3:26])[CH2:16]2)O1>C(Cl)Cl>[OH:8][N:6]=[C:15]1[CH2:33][CH2:32][C@@:31]2([CH3:34])[C:17]([CH2:18][CH2:19][C@@H:20]3[C@:30]2([OH:35])[CH2:29][CH2:28][C@@:27]2([CH3:36])[C@H:21]3[CH2:22][CH:23]=[C:24]2[C:25](=[N:1][OH:2])[CH3:26])=[CH:16]1 |f:1.2|. Procedure details: Nitrosyl chloride, prepared from sodium chloride and nitrosyl sulfuric acid, was passed into methylene chloride (7 ml) at 0° C., until a burgundy colour had developed. The solution was added in one action to 3,3-ethylenedioxypregna-5,17(20)-dien-9α-ol (301 mg). The reaction mixture was stirred for 3 minutes after which the solvents were evaporated under reduced pressure. The residue was taken up in a mixture of tetrahydrofuran (15 ml) and water (1.5 ml). Triethylamine (1.6 ml) was added dropwise... The reactants are S(=O)(=O)(C1=CC=C(C)C=C1)N1C=C(C=2C1=NC=CC2)C=2C=C(SC2)NC(OC(C)(C)C)=O (tert-Butyl 4-(1-tosyl-1H-pyrrolo[2,3-b]pyridin-3-yl)thiophen-2-ylcarbamate), C(=O)(C(F)(F)F)O (TFA). Run in C(Cl)Cl (CH2Cl2). The product is C1(=CC=C(C=C1)S(=O)(=O)N1C=C(C=2C1=NC=CC2)C=2C=C(SC2)N)C (4-[1-(Toluene-4-sulfonyl)-1H-pyrrolo[2,3-b]pyridin-3-yl]-thiophen-2-ylamine). As a reaction SMILES: [S:1]([N:11]1[C:15]2=[N:16][CH:17]=[CH:18][CH:19]=[C:14]2[C:13]([C:20]2[CH:21]=[C:22]([NH:25]C(=O)OC(C)(C)C)[S:23][CH:24]=2)=[CH:12]1)([C:4]1[CH:10]=[CH:9][C:7]([CH3:8])=[CH:6][CH:5]=1)(=[O:3])=[O:2].C(O)(C(F)(F)F)=O>C(Cl)Cl>[C:7]1([CH3:8])[CH:6]=[CH:5][C:4]([S:1]([N:11]2[C:15]3=[N:16][CH:17]=[CH:18][CH:19]=[C:14]3[C:13]([C:20]3[CH:21]=[C:22]([NH2:25])[S:23][CH:24]=3)=[CH:12]2)(=[O:3])=[O:2])=[CH:10][CH:9]=1. Reported procedure: tert-Butyl 4-(1-tosyl-1H-pyrrolo[2,3-b]pyridin-3-yl)thiophen-2-ylcarbamate (120 mg, 0.26 mmol) was dissolved in 2 mL CH2Cl2, 2 mL TFA. After 15 minutes the reaction mixture was concentrated to an oil, dissolved in EtOAc, and washed with 0.1 NaOH. The organic layer was dried to a brown oil which was used as obtained. Starting materials: [H-].[Al+3].[Li+].[H-].[H-].[H-] (Lithium aluminum hydride), O1COC2=C1C=CC(=C2)CCC(=O)O (3-benzo[1,3]dioxol-5-yl-propionic acid), ice, Cl (HCl). Solvent: C1CCOC1 (THF). Run at time 2 hour. The product is O1COC2=C1C=CC(=C2)CCCO (3-Benzo[1,3]dioxol-5-yl-propan-1-ol). Isolated yield 83.4%. RXN SMILES: [H-].[Al+3].[Li+].[H-].[H-].[H-].[O:7]1[C:11]2[CH:12]=[CH:13][C:14]([CH2:16][CH2:17][C:18](O)=[O:19])=[CH:15][C:10]=2[O:9][CH2:8]1.Cl>C1COCC1>[O:7]1[C:11]2[CH:12]=[CH:13][C:14]([CH2:16][CH2:17][CH2:18][OH:19])=[CH:15][C:10]=2[O:9][CH2:8]1 |f:0.1.2.3.4.5|. Procedure: Lithium aluminum hydride (1M in THF, 30 mL, 30 mmol) was added slowly to a solution of 3-benzo[1,3]dioxol-5-yl-propionic acid (5.83 g, 30 mmol) in THF (60 mL) at 0° C. The reaction was warmed to room temperature and was stirred for 2 h. The solution was added in portions to a mixture of ice (200 g) and concentrated HCl (2 mL). The product was extracted into EtOAc. The organic solution was dried over MgSO4, filtered, and concentrated. Purification by flash chromatography (hexanes:EtOAc 6:4) provi...